This data is from the Open Reaction Database (ORD), a public repository of structured organic reaction records. The task is: describe an organic reaction: reactants, conditions, products, and yield Starting materials: CCCCO, CCN(C(C)C)C(C)C, N#Cc1c(N)ncnc1Cl, CC(N)c1nc2cnccn2c1-c1ccccn1. The product is CC(Nc1ncnc(N)c1C#N)c1nc2cnccn2c1-c1ccccn1. RXN SMILES: [CH2:38]([OH:39])[CH2:40][CH2:41][CH3:42].[CH:29]([N:30]([CH2:31][CH3:32])[CH:33]([CH3:34])[CH3:35])([CH3:36])[CH3:37].[NH2:19][c:20]1[n:21][cH:22][n:23][c:24]([Cl:28])[c:25]1[C:26]#[N:27].[n:1]1[c:2](-[c:7]2[c:8]([CH:16]([CH3:17])[NH2:18])[n:9][c:10]3[n:11]2[cH:12][cH:13][n:14][cH:15]3)[cH:3][cH:4][cH:5][cH:6]1>>[n:1]1[c:2](-[c:7]2[c:8]([CH:16]([CH3:17])[NH:18][c:24]3[n:23][cH:22][n:21][c:20]([NH2:19])[c:25]3[C:26]#[N:27])[n:9][c:10]3[n:11]2[cH:12][cH:13][n:14][cH:15]3)[cH:3][cH:4][cH:5][cH:6]1. The reactants are ClC1=NC(=NC(=C1OC1=C(C=CC=C1)OC)Cl)CCC (4,6-dichloro-5-(o-methoxyphenoxy)-2-propylpyrimidine), C(C)(C)(C)C1=CC=C(C=C1)S(=O)(=O)N (p-tert-butylphenylsulfonamide). Product: ethylene glycol Na, C(C)(C)(C)C1=CC=C(C=C1)S(=O)(=O)NC1=NC(=NC(=C1OC1=C(C=CC=C1)OC)OCCO)CCC (p-tert-butyl-N-[6-(2-hydroxyethoxy)-5-(o-methoxyphenoxy)-2-propyl-4-pyrimidinyl]-benzenesulfonamide). Reaction SMILES: Cl[C:2]1[C:7]([O:8][C:9]2[CH:14]=[CH:13][CH:12]=[CH:11][C:10]=2[O:15][CH3:16])=[C:6](Cl)[N:5]=[C:4]([CH2:18][CH2:19][CH3:20])[N:3]=1.[C:21]([C:25]1[CH:30]=[CH:29][C:28]([S:31]([NH2:34])(=[O:33])=[O:32])=[CH:27][CH:26]=1)([CH3:24])([CH3:23])[CH3:22]>>[C:21]([C:25]1[CH:30]=[CH:29][C:28]([S:31]([NH:34][C:2]2[C:7]([O:8][C:9]3[CH:14]=[CH:13][CH:12]=[CH:11][C:10]=3[O:15][CH3:16])=[C:6]([O:8][CH2:9][CH2:10][OH:15])[N:5]=[C:4]([CH2:18][CH2:19][CH3:20])[N:3]=2)(=[O:32])=[O:33])=[CH:27][CH:26]=1)([CH3:24])([CH3:22])[CH3:23]. Reported procedure: By reacting 4,6-dichloro-5-(o-methoxyphenoxy)-2-propylpyrimidine with p-tert-butylphenylsulfonamide and thereafter with ethylene glycol Na, there was obtained p-tert-butyl-N-[6-(2-hydroxyethoxy)-5-(o-methoxyphenoxy)-2-propyl-4-pyrimidinyl]-benzenesulfonamide. The reactants are BrC1=NC=C(C(=O)O)C=C1 (6-bromonicotinic acid), C(#N)C=1C(=NC=C(C1)C)N1CCNCC1 (4-(3-cyano-5-methylpyridin-2-yl)piperazine). Yields the product BrC1=CC=C(C=N1)C(=O)N1CCN(CC1)C1=C(C#N)C=C(C=N1)C (2-[4-(6-bromopyridine-3-carbonyl)piperazin-1-yl]-5-methylnicotinonitrile). Isolated yield 79.2%. As a reaction SMILES: [Br:1][C:2]1[CH:10]=[CH:9][C:5]([C:6]([OH:8])=O)=[CH:4][N:3]=1.[C:11]([C:13]1[C:14]([N:20]2[CH2:25][CH2:24][NH:23][CH2:22][CH2:21]2)=[N:15][CH:16]=[C:17]([CH3:19])[CH:18]=1)#[N:12]>>[Br:1][C:2]1[N:3]=[CH:4][C:5]([C:6]([N:23]2[CH2:24][CH2:25][N:20]([C:14]3[N:15]=[CH:16][C:17]([CH3:19])=[CH:18][C:13]=3[C:11]#[N:12])[CH2:21][CH2:22]2)=[O:8])=[CH:9][CH:10]=1. Procedure: Using 6-bromonicotinic acid (303 mg) and 4-(3-cyano-5-methylpyridin-2-yl)piperazine (303 mg) described in Preparation Example 107 and by the reaction and treatment in the same manner as in Preparation Example 111, the title compound (458 mg) was obtained. Reactants: C1(=CC=CC=C1)C1=CC=C(C=C1)O (4-phenylphenol), C(#N)C=1C=C(CBr)C=CC1 (m-cyanobenzyl bromide), ice water, [H-].[Na+] (sodium hydride). Product: C1(=CC=C(C=C1)OCC=1C=C(C#N)C=CC1)C1=CC=CC=C1 (3-(biphenyl-4-yloxymethyl)benzonitrile). Reaction SMILES: [C:1]1([C:7]2[CH:12]=[CH:11][C:10]([OH:13])=[CH:9][CH:8]=2)[CH:6]=[CH:5][CH:4]=[CH:3][CH:2]=1.[H-].[Na+].[C:16]([C:18]1[CH:19]=[C:20]([CH:23]=[CH:24][CH:25]=1)[CH2:21]Br)#[N:17]>CN(C)C=O>[C:7]1([C:1]2[CH:2]=[CH:3][CH:4]=[CH:5][CH:6]=2)[CH:8]=[CH:9][C:10]([O:13][CH2:21][C:20]2[CH:19]=[C:18]([CH:25]=[CH:24][CH:23]=2)[C:16]#[N:17])=[CH:11][CH:12]=1 |f:1.2|. Run in CN(C=O)C (N,N-dimethylformamide), CN(C=O)C (N,N-dimethyl-formamide). Isolated yield 103.3%. Procedure details: To a solution of 4-phenylphenol (10.0 g, 59 mmol) in dry N,N-dimethyl-formamide (45 mL) kept under an atmosphere of nitrogen, sodium hydride (2.82 g, 71 mmol, 60% dispersion in oil) was added in portions and the reaction mixture was stirred until gas evolution ceased. A solution of m-cyanobenzyl bromide (13 g, 65 mmol) in dry N,N-dimethylformamide (45 mL) was added dropwise and the reaction mixture was stirred at room temperature for 18 hours. The reaction mixture was poured on to ice water (150... Starting materials: O=C[C@H](O)[C@@H](O)[C@H](O)[C@H](O)CO (D-glucose), Cl (hydrochloric acid), CO (methanol). The product is CO[C@@H]1[C@H]([C@@H]([C@H](C(O1)CO)O)O)O (methyl-D-glucopyranoside). As a reaction SMILES: [O:1]=[CH:2][C@@H:3]([C@H:5]([C@@H:7]([C@@H:9]([CH2:11][OH:12])[OH:10])[OH:8])[OH:6])[OH:4].Cl.[CH3:14]O>>[CH3:14][O:1][C@H:2]1[O:10][CH:9]([CH2:11][OH:12])[C@H:7]([OH:8])[C@@H:5]([OH:6])[C@@H:3]1[OH:4]. Procedure: In a manner similar to that described in Example 3, 300 parts by weight of D-glucose obtained from used paper was added to 1,100 parts by weight of a methanol solution containing hydrochloric acid at a concentration of 0.25 wt % and was then refluxed for 72 hours, whereby 160 parts by weight of methyl-D-glucopyranoside was obtained. The measurement results are shown below. Reactants: OC1=CC=C(C=C1)C1CCC(CC1)C1=CC(=C(C=C1)O)C (4-(4′-(4″-hydroxyphenyl)cyclohexyl)-2-methyl-1-hydroxybenzene). Solvent: CO (methanol). Yields the product OC1=CC=C(C=C1)[C@@H]1CC[C@H](CC1)C1=CC(=C(C=C1)O)C (4-(trans-4′-(4″-hydroxyphenyl)cyclohexyl)-2-methyl-1-hydroxybenzene). Yield: 5.0%. Reaction SMILES: [OH:1][C:2]1[CH:7]=[CH:6][C:5]([CH:8]2[CH2:13][CH2:12][CH:11]([C:14]3[CH:19]=[CH:18][C:17]([OH:20])=[C:16]([CH3:21])[CH:15]=3)[CH2:10][CH2:9]2)=[CH:4][CH:3]=1>CO>[OH:1][C:2]1[CH:7]=[CH:6][C:5]([C@H:8]2[CH2:9][CH2:10][C@H:11]([C:14]3[CH:19]=[CH:18][C:17]([OH:20])=[C:16]([CH3:21])[CH:15]=3)[CH2:12][CH2:13]2)=[CH:4][CH:3]=1. Procedure: 1 g of 4-(4′-(4″-hydroxyphenyl)cyclohexyl)-2-methyl-1-hydroxybenzene obtained in Example 1 was dissolved in 10 g of methanol at room temperature. The solution was injected into a preparative high performance liquid chromatography to carry out separation of cis- and trans-isomers (solvent: 60% aqueous solution of methanol; time: 40 minutes). As a result, about 50 mg of 4-(trans-4′-(4″-hydroxyphenyl)cyclohexyl)-2-methyl-1-hydroxybenzene was obtained as white crystals with a retention time of 17.6 ...